describe an organic reaction: reactants, conditions, products, and yield From a dataset of the Open Reaction Database (ORD), a public repository of structured organic reaction records. The reactants are ClC=1C2=C(N=CN1)NC=C2C(=O)OCC (ethyl 4-chloro-7H-pyrrolo[2,3-d]pyrimidine-5-carboxylate), [N+](=O)([O-])C=1C=C(C=CC1)B(O)O ((3-nitrophenyl)boronic acid), C([O-])([O-])=O.[Na+].[Na+] (sodium carbonate). The reagents and catalysts are C1=CC=C(C=C1)P([C-]2C=CC=C2)C3=CC=CC=C3.C1=CC=C(C=C1)P([C-]2C=CC=C2)C3=CC=CC=C3.Cl[Pd]Cl.[Fe+2].C(Cl)Cl (PdCl2(dppf) CH2Cl2). Run in CN(C)C=O (DMF). Run at temperature 115 celsius. Product: [N+](=O)([O-])C=1C=C(C=CC1)C=1C2=C(N=CN1)NC=C2C(=O)OCC (ethyl 4-(3-nitrophenyl)-7H-pyrrolo[2,3-d]pyrimidine-5-carboxylate). RXN SMILES: Cl[C:2]1[C:3]2[C:10]([C:11]([O:13][CH2:14][CH3:15])=[O:12])=[CH:9][NH:8][C:4]=2[N:5]=[CH:6][N:7]=1.[N+:16]([C:19]1[CH:20]=[C:21](B(O)O)[CH:22]=[CH:23][CH:24]=1)([O-:18])=[O:17].C(=O)([O-])[O-].[Na+].[Na+]>C1C=CC(P(C2C=CC=CC=2)[C-]2C=CC=C2)=CC=1.C1C=CC(P(C2C=CC=CC=2)[C-]2C=CC=C2)=CC=1.Cl[Pd]Cl.[Fe+2].C(Cl)Cl.CN(C=O)C>[N+:16]([C:19]1[CH:24]=[C:23]([C:2]2[C:3]3[C:10]([C:11]([O:13][CH2:14][CH3:15])=[O:12])=[CH:9][NH:8][C:4]=3[N:5]=[CH:6][N:7]=2)[CH:22]=[CH:21][CH:20]=1)([O-:18])=[O:17] |f:2.3.4,5.6.7.8.9|. Reported procedure: To ethyl 4-chloro-7H-pyrrolo[2,3-d]pyrimidine-5-carboxylate (10.0 g, 44.3 mmol), (3-nitrophenyl)boronic acid (11.8 g, 70.9 mmol), PdCl2(dppf)-CH2Cl2 (3.62 g, 4.43 mmol) and aqueous sodium carbonate (2 M solution, 55.4 mL, 111 mmol) in a flask was added DMF (148 mL). The mixture was degassed for 10 minutes then heated at 115° C. for 1.5 hours. The reaction was cooled to ambient temperature, then water was added and the mixture was extracted with DCM (×3) and EtOAc (×1). The combined organics were... Reactants: C1(C=2C(C(=O)O1)=CC=CC2)=O (phthalic anhydride), NC1=C(C=CC=C1)O (aminophenol), CN(C=O)C (DMF). Reaction conditions: temperature 140 celsius, time 8 hour. The product is OC1=CC=C(C=C1)N1C(C=2C(C1=O)=CC=CC2)=O (N-(4-Hydroxyphenyl)phthalimide). Reaction SMILES: [C:1]1(=[O:11])[O:6][C:4](=O)[C:3]2=[CH:7][CH:8]=[CH:9][CH:10]=[C:2]12.N[C:13]1[CH:18]=[CH:17][CH:16]=[CH:15][C:14]=1[OH:19].C[N:21](C)C=O>>[OH:19][C:14]1[CH:15]=[CH:16][C:17]([N:21]2[C:1](=[O:11])[C:2]3=[CH:10][CH:9]=[CH:8][CH:7]=[C:3]3[C:4]2=[O:6])=[CH:18][CH:13]=1. Reported procedure: 360 g (2.43 mol) of phthalic anhydride are used as initial charge in 1.2 l of DMF (dimethylformamide) in a round-bottomed flask. 264 g (2.42 mol) of aminophenol are added slowly to this mixture. The mixture is stirred at 140° C. for 8 hours. During this period, water is removed by distillation by way of the head of a column. The mixture is permitted to cool to room temperature, and the precipitated solid is removed by suction filtration. The solid is washed first with water and then with ethanol... Reactants: [Cl-].[NH4+] (ammonium chloride), CS(=O)(=O)C1=NC=NN2C1=C(C(=C2)OC[C@H](C)O)C ((S)-1-(4-methanesulfonyl-5-methylpyrrolo[2,1-f][1,2,4]triazin-6-yloxy)-propan-2-ol), [H-].[Na+] (sodium hydride), FC1=C2C(=NC=C1O)NC=C2 (4-fluoro-1H-pyrrolo[2,3-b]pyridin-5-ol), (S)-5-methyl-4-methylsulfanyl-pyrrolo[2,1-f][1,2,4]triazin-6-ol, C(C)(=O)OO (peracetic acid), C(C)(=O)O (acetic acid). Run in CN(C=O)C (dimethyl formamide), C(Cl)(Cl)Cl (chloroform). Conditions: time 2 hour. Yields the product FC1=C2C(=NC=C1OC1=NC=NN3C1=C(C(=C3)OC[C@H](C)O)C)NC=C2 ((S)-1-[4-(4-Fluoro-1H-pyrrolo[2,3-b]pyridin-5-yloxy)-5-methyl-pyrrolo[2,1-f][1,2,4]triazin-6-yloxy]-propan-2-ol). Isolated yield 35.0%. Reaction SMILES: C(OO)(=O)C.C(O)(=O)C.[Cl-].[NH4+].[H-].[Na+].[F:14][C:15]1[C:20]([OH:21])=[CH:19][N:18]=[C:17]2[NH:22][CH:23]=[CH:24][C:16]=12.CS([C:29]1[C:34]2=[C:35]([CH3:43])[C:36]([O:38][CH2:39][C@@H:40]([OH:42])[CH3:41])=[CH:37][N:33]2[N:32]=[CH:31][N:30]=1)(=O)=O>C(Cl)(Cl)Cl.CN(C)C=O>[F:14][C:15]1[C:20]([O:21][C:29]2[C:34]3=[C:35]([CH3:43])[C:36]([O:38][CH2:39][C@@H:40]([OH:42])[CH3:41])=[CH:37][N:33]3[N:32]=[CH:31][N:30]=2)=[CH:19][N:18]=[C:17]2[NH:22][CH:23]=[CH:24][C:16]=12 |f:2.3,4.5|. Procedure details: A 150 mL tube was charged with 5-methyl-4-phenoxy-pyrrolo[2,1-f][1,2,4]triazin-6-ol (5.93 g, 24.6 mmol), THF (2 mL) and sodium methanethiol (5.17 mg, 73.7 mmol). The tube was sealed and the mixture was heated at 80° C. for 4 h. The mixture was cooled to RT, water was added (100 mL) and the solution was extracted with ethyl acetate (3×100 mL). Combined organic layers were washed with water (200 mL), 1N aqueous solution of sodium hydroxide (2×200 mL), brine (200 mL), dried and concentrated in vacu... Procedure details: 40 ml of dimethyl sulfoxide, 4.2 g of hydroquinone, 5.0 g of 2-chloro-5-trifluoromethylpyridine and 2.3 g of potassium hydroxide were reacted at 150° C. for 2 hours with stirring in a nitrogen atmosphere. After the reaction product was allowed to cool, the product was added to a suitable amount of ice-water, neutralized with 30% concentrated hydrochloric acid, and extracted with methylene chloride. The extract was washed with water and dried over anhydrous sodium sulfate. 2.5 g of 2-(4-hydroxyph... The solvent is CS(=O)C (dimethyl sulfoxide). Yields the product OC1=CC=C(OC2=NC=C(C=C2)C(F)(F)F)C=C1 (2-(4-hydroxyphenoxy)-5-trifluoromethylpyridine). Starting materials: C1(O)=CC=C(O)C=C1 (hydroquinone), ClC1=NC=C(C=C1)C(F)(F)F (2-chloro-5-trifluoromethylpyridine), [OH-].[K+] (potassium hydroxide), ice water, Cl (hydrochloric acid). Isolated yield 35.6%. RXN SMILES: [C:1]1([CH:8]=[CH:7][C:5]([OH:6])=[CH:4][CH:3]=1)[OH:2].Cl[C:10]1[CH:15]=[CH:14][C:13]([C:16]([F:19])([F:18])[F:17])=[CH:12][N:11]=1.[OH-].[K+].Cl>CS(C)=O>[OH:2][C:1]1[CH:8]=[CH:7][C:5]([O:6][C:10]2[CH:15]=[CH:14][C:13]([C:16]([F:19])([F:18])[F:17])=[CH:12][N:11]=2)=[CH:4][CH:3]=1 |f:2.3|. Starting materials: CN1CCNCC1, O=CC1CCN(c2ccc(CN3CCCC3)cc2)CC1. Product: CN1CCN(CC2CCN(c3ccc(CN4CCCC4)cc3)CC2)CC1. As a reaction SMILES: [CH3:21][N:22]1[CH2:23][CH2:24][NH:25][CH2:26][CH2:27]1.[N:1]1([CH2:6][c:7]2[cH:8][cH:9][c:10]([N:13]3[CH2:14][CH2:15][CH:16]([CH:19]=[O:20])[CH2:17][CH2:18]3)[cH:11][cH:12]2)[CH2:2][CH2:3][CH2:4][CH2:5]1>>[N:1]1([CH2:6][c:7]2[cH:8][cH:9][c:10]([N:13]3[CH2:14][CH2:15][CH:16]([CH2:19][N:25]4[CH2:24][CH2:23][N:22]([CH3:21])[CH2:27][CH2:26]4)[CH2:17][CH2:18]3)[cH:11][cH:12]2)[CH2:2][CH2:3][CH2:4][CH2:5]1. The product is Cc1c(-c2cccnc2)cccc1S(=O)(=O)NC(CNC(=O)c1ccc(Cl)s1)C(=O)O. The reactants are C1CCOC1, COC(=O)C(CNC(=O)c1ccc(Cl)s1)NS(=O)(=O)c1cccc(-c2cccnc2)c1C, Cl, [Na+], [OH-]. As a reaction SMILES: [CH2:36]1[O:37][CH2:38][CH2:39][CH2:40]1.[CH3:1][O:2][C:3]([CH:4]([CH2:5][NH:6][C:7](=[O:8])[c:9]1[s:10][c:11]([Cl:14])[cH:12][cH:13]1)[NH:15][S:16](=[O:17])(=[O:18])[c:19]1[c:20]([CH3:31])[c:21](-[c:25]2[cH:26][n:27][cH:28][cH:29][cH:30]2)[cH:22][cH:23][cH:24]1)=[O:32].[ClH:35].[Na+:34].[OH-:33]>>[O:2]=[C:3]([CH:4]([CH2:5][NH:6][C:7](=[O:8])[c:9]1[s:10][c:11]([Cl:14])[cH:12][cH:13]1)[NH:15][S:16](=[O:17])(=[O:18])[c:19]1[c:20]([CH3:31])[c:21](-[c:25]2[cH:26][n:27][cH:28][cH:29][cH:30]2)[cH:22][cH:23][cH:24]1)[OH:32]. Starting materials: NC1=C(C=CC=C1)NC(CC1C(N=C(S1)NC1=CC=CC=C1)=O)=O (N-(2-Aminophenyl)-2-(2-anilino-4-oxo-4,5-dihydro-1,3-thiazol-5-yl)acetamide). Run in CC(=O)O (HOAc). Conditions: time 600 second. The product is N(C1=CC=CC=C1)C=1SC(C(N1)=O)CC1=NC2=C(N1)C=CC=C2 (2-Anilino-5-(1H-benzimidazol-2-ylmethyl)-1,3-thiazol-4(5H)-one). RXN SMILES: [NH2:1][C:2]1[CH:7]=[CH:6][CH:5]=[CH:4][C:3]=1[NH:8][C:9](=O)[CH2:10][CH:11]1[S:15][C:14]([NH:16][C:17]2[CH:22]=[CH:21][CH:20]=[CH:19][CH:18]=2)=[N:13][C:12]1=[O:23]>CC(O)=O>[NH:16]([C:14]1[S:15][CH:11]([CH2:10][C:9]2[NH:8][C:3]3[CH:4]=[CH:5][CH:6]=[CH:7][C:2]=3[N:1]=2)[C:12](=[O:23])[N:13]=1)[C:17]1[CH:22]=[CH:21][CH:20]=[CH:19][CH:18]=1. Procedure: N-(2-Aminophenyl)-2-(2-anilino-4-oxo-4,5-dihydro-1,3-thiazol-5-yl)acetamide (40.8 mg, 1 eq) was taken up in HOAc (2 mL), transferred to a micro-tube and run at 100° C. for 600 s. The reaction mixture was evaporated to give 42 mg, as a crude brown oil. Purified by HP-LCMS, to the pooled fractions was added NaOH (1M) to pH=14, the MeCN was evaporated and the aqueous layer extracted with DCM/H2O (9:1), dried and evaporated to give the title compound as an off-white powder: HPLC 99%, RT=2.02 min (Sy...